From a dataset of the Open Reaction Database (ORD), a public repository of structured organic reaction records. describe an organic reaction: reactants, conditions, products, and yield Reactants: Cc1c(B2OC(C)(C)C(C)(C)O2)cccc1[N+](=O)[O-], CO. Yields the product Cc1c(N)cccc1B1OC(C)(C)C(C)(C)O1. As a reaction SMILES: [CH3:1][C:2]1([CH3:19])[O:3][B:4]([c:9]2[c:10]([CH3:18])[c:11]([N+:15]([O-:16])=[O:17])[cH:12][cH:13][cH:14]2)[O:5][C:6]1([CH3:7])[CH3:8].[CH3:20][OH:21]>>[CH3:1][C:2]1([CH3:19])[O:3][B:4]([c:9]2[c:10]([CH3:18])[c:11]([NH2:15])[cH:12][cH:13][cH:14]2)[O:5][C:6]1([CH3:7])[CH3:8]. As a reaction SMILES: [CH2:33]1[O:34][CH2:35][CH2:36][CH2:37]1.[CH:1]([CH3:2])([CH3:3])[N:4]1[CH2:5][CH2:6][CH:7]([N:10]([S:11](=[O:12])(=[O:13])[CH2:14][CH2:15][N:16]2[C:17](=[O:18])[c:19]3[c:20]([cH:21][cH:22][cH:23][cH:24]3)[C:25]2=[O:26])[CH2:27][c:28]2[s:29][cH:30][cH:31][n:32]2)[CH2:8][CH2:9]1>>[CH:1]([CH3:2])([CH3:3])[N:4]1[CH2:5][CH2:6][CH:7]([N:10]([S:11](=[O:12])(=[O:13])[CH2:14][CH2:15][NH2:16])[CH2:27][c:28]2[s:29][cH:30][cH:31][n:32]2)[CH2:8][CH2:9]1. The reactants are C1CCOC1, CC(C)N1CCC(N(Cc2nccs2)S(=O)(=O)CCN2C(=O)c3ccccc3C2=O)CC1. Yields the product CC(C)N1CCC(N(Cc2nccs2)S(=O)(=O)CCN)CC1. Starting materials: Cc1nc(N2CCc3ccccc3CC2)c([N+](=O)[O-])c(=O)n1CCCCOS(C)(=O)=O, CN(C)C=O, [H-], [Na+], c1nc[nH]n1. The product is Cc1nc(N2CCc3ccccc3CC2)c([N+](=O)[O-])c(=O)n1CCCCn1cncn1. RXN SMILES: [CH3:1][c:2]1[n:3]([CH2:23][CH2:24][CH2:25][CH2:26][O:27][S:28]([CH3:29])(=[O:30])=[O:31])[c:4](=[O:22])[c:5]([N+:19](=[O:20])[O-:21])[c:6]([N:8]2[CH2:9][CH2:10][c:11]3[c:12]([cH:15][cH:16][cH:17][cH:18]3)[CH2:13][CH2:14]2)[n:7]1.[CH3:39][N:40]([CH3:41])[CH:42]=[O:43].[H-:37].[Na+:38].[nH:32]1[n:33][cH:34][n:35][cH:36]1>>[CH3:1][c:2]1[n:3]([CH2:23][CH2:24][CH2:25][CH2:26][n:32]2[n:33][cH:34][n:35][cH:36]2)[c:4](=[O:22])[c:5]([N+:19](=[O:20])[O-:21])[c:6]([N:8]2[CH2:9][CH2:10][c:11]3[c:12]([cH:15][cH:16][cH:17][cH:18]3)[CH2:13][CH2:14]2)[n:7]1. Reactants: C1(CCCC1)C=1C=C(C(=O)O)C=C(N1)OC (2-cyclopentyl-6-methoxy-isonicotinic acid), C(C)C=1C=C(C(=N)NO)C=C(C1NS(=O)(=O)C)C (3-ethyl-N-hydroxy-4-methanesulfonylamino-5-methyl-benzamidine). The product is C1(CCCC1)C1=NC(=CC(=C1)C1=NC(=NO1)C1=CC(=C(C(=C1)C)NS(=O)(=O)C)CC)OC (N-{4-[5-(2-Cyclopentyl-6-methoxy-pyridin-4-yl)-[1,2,4]oxadiazol-3-yl]-2-ethyl-6-methyl-phenyl}-methanesulfonamide). Isolated yield 48.4%. RXN SMILES: [CH:1]1([C:6]2[CH:7]=[C:8]([CH:12]=[C:13]([O:15][CH3:16])[N:14]=2)[C:9]([OH:11])=O)[CH2:5][CH2:4][CH2:3][CH2:2]1.[CH2:17]([C:19]1[CH:20]=[C:21]([CH:26]=[C:27]([CH3:34])[C:28]=1[NH:29][S:30]([CH3:33])(=[O:32])=[O:31])[C:22]([NH:24]O)=[NH:23])[CH3:18]>>[CH:1]1([C:6]2[CH:7]=[C:8]([C:9]3[O:11][N:24]=[C:22]([C:21]4[CH:26]=[C:27]([CH3:34])[C:28]([NH:29][S:30]([CH3:33])(=[O:32])=[O:31])=[C:19]([CH2:17][CH3:18])[CH:20]=4)[N:23]=3)[CH:12]=[C:13]([O:15][CH3:16])[N:14]=2)[CH2:2][CH2:3][CH2:4][CH2:5]1. Procedure details: The title compound (48 mg) is prepared in analogy to Example 11 starting from 2-cyclopentyl-6-methoxy-isonicotinic acid (48 mg, 217 μmol) and 3-ethyl-N-hydroxy-4-methanesulfonylamino-5-methyl-benzamidine (62 mg, 228 mmol); LC-MS**: tR=0.91 min, [M+H]+=457.05; 1H NMR (CDCl3): δ1.35 (t, J=7.5 Hz, 3H), 1.71-1.80 (m, 2H), 1.84-1.95 (m, 4H), 2.06-2.16 (m, 2H), 2.56 (s, 3H), 2.93 (q, J=7.5 Hz, 2H), 3.18 (s, 3H), 3.21-3.30 (m, 1H), 4.02 (s, 3H), 5.88 (s, 1H), 7.31 (s, 1H), 7.51 (s, 1H), 7.97 (s, 1H), 7... Reactants: C1CCOC1, CC(C)[N-]C(C)C, [Li+], [Na+], O=C1CCC2(CC1)OCCO2, O=C([O-])O, c1ccc(-c2cscn2)cc1. Yields the product OC1(c2nc(-c3ccccc3)cs2)CCC2(CC1)OCCO2. RXN SMILES: [CH2:36]1[O:37][CH2:38][CH2:39][CH2:40]1.[CH:12]([N-:13][CH:14]([CH3:15])[CH3:16])([CH3:17])[CH3:18].[Li+:19].[Na+:31].[O:20]1[CH2:21][CH2:22][O:23][C:24]12[CH2:25][CH2:26][C:27](=[O:30])[CH2:28][CH2:29]2.[OH:32][C:33](=[O:34])[O-:35].[c:1]1(-[c:7]2[n:8][cH:9][s:10][cH:11]2)[cH:2][cH:3][cH:4][cH:5][cH:6]1>>[c:1]1(-[c:7]2[n:8][c:9]([C:27]3([OH:30])[CH2:26][CH2:25][C:24]4([O:20][CH2:21][CH2:22][O:23]4)[CH2:29][CH2:28]3)[s:10][cH:11]2)[cH:2][cH:3][cH:4][cH:5][cH:6]1. Reactants: Cl.C(C1=CC=CC=C1)OC=1C(=C(C(=CC1)C)NC(=O)NC(N)=N)C (1-(3-benzyloxy-2,6-dimethylphenyl)-3-amidinourea hydrochloride), Cl (HCl). Reagents/catalysts: [Pd] (Pd/C). Solvent: C(C)O (ethanol). Run at time 45 minute. The product is Cl.CC1=C(C(=CC=C1O)C)NC(=O)NC(N)=N (1-(2,6-dimethyl-3-hydroxy-phenyl)-3-amidinourea hydrochloride). Reaction SMILES: [ClH:1].C([O:9][C:10]1[C:11]([CH3:24])=[C:12]([NH:17][C:18]([NH:20][C:21](=[NH:23])[NH2:22])=[O:19])[C:13]([CH3:16])=[CH:14][CH:15]=1)C1C=CC=CC=1.Cl>C(O)C.[Pd]>[ClH:1].[CH3:24][C:11]1[C:10]([OH:9])=[CH:15][CH:14]=[C:13]([CH3:16])[C:12]=1[NH:17][C:18]([NH:20][C:21](=[NH:22])[NH2:23])=[O:19] |f:0.1,5.6|. Procedure details: A mixture of 1-(3-benzyloxy-2,6-dimethylphenyl)-3-amidinourea hydrochloride (17.4 g) and 5% Pd/C (1.0 g) in absolute ethanol (200 ml) containing 50 ml of methanolic HCl is shaken under an atmosphere of H2 (50 psi) for 45 minutes. The reaction mixture is filtered through Celite and the Celite washed with methanol. The filtrate is concentrated in vacuo and the foam taken up in acetonitrile. The acetonitrile solution is concentrated in vacuo and the residue crystallized from methanol/acetonitrile t... Starting materials: NCc1ccco1, CS(C)=O, CCN(C(C)C)C(C)C, Nc1nc(Cl)ccc1C(=O)NCc1ccc(Oc2ccccc2)s1. Product: Nc1nc(NCc2ccco2)ccc1C(=O)NCc1ccc(Oc2ccccc2)s1. Reaction SMILES: [CH2:25]([c:26]1[cH:27][cH:28][cH:29][o:30]1)[NH2:31].[CH3:32][S:33]([CH3:34])=[O:35].[CH:36]([N:37]([CH:38]([CH3:39])[CH3:40])[CH2:41][CH3:42])([CH3:43])[CH3:44].[NH2:1][c:2]1[c:3]([C:4](=[O:5])[NH:6][CH2:7][c:8]2[s:9][c:10]([O:13][c:14]3[cH:15][cH:16][cH:17][cH:18][cH:19]3)[cH:11][cH:12]2)[cH:20][cH:21][c:22]([Cl:24])[n:23]1>>[NH2:1][c:2]1[c:3]([C:4](=[O:5])[NH:6][CH2:7][c:8]2[s:9][c:10]([O:13][c:14]3[cH:15][cH:16][cH:17][cH:18][cH:19]3)[cH:11][cH:12]2)[cH:20][cH:21][c:22]([NH:31][CH2:25][c:26]2[cH:27][cH:28][cH:29][o:30]2)[n:23]1.